Dataset: the Open Reaction Database (ORD), a public repository of structured organic reaction records. Task: describe an organic reaction: reactants, conditions, products, and yield The product is NC=1C=C(C=CC1OC)C1=C(C=C(C=C1OCC)CC=1C(=NC(=NC1)N)N)OS(=O)(=O)CC(C)(C)C (2,2-Dimethyl-propane-1-sulphonic acid 3′-amino-4-(2,4-diamino-pyrimidin-5-ylmethyl)-6-ethoxy-4′-methoxy-biphenyl-2-yl ester). Procedure: Starting from 197 mg (0.66 mmol) N-(5-bromo-2-methoxy-phenyl)-2,2,2-trifluoro-acetamide and 173 mg (0.33 mmol) 2,2-dimethyl-propane-1-sulphonic acid 5-(2,4-diamino-pyrimidin-5-ylmethyl)-3-ethoxy-2-iodo-phenyl ester, 46 mg of the title compound are obtained as a brownish solid after two chromatography operations. As a reaction SMILES: Br[C:2]1[CH:3]=[CH:4][C:5]([O:15][CH3:16])=[C:6]([NH:8]C(=O)C(F)(F)F)[CH:7]=1.[NH2:17][C:18]1[N:23]=[C:22]([NH2:24])[C:21]([CH2:25][C:26]2[CH:27]=[C:28]([O:42][CH2:43][CH3:44])[C:29](I)=[C:30]([O:32][S:33]([CH2:36][C:37]([CH3:40])([CH3:39])[CH3:38])(=[O:35])=[O:34])[CH:31]=2)=[CH:20][N:19]=1>>[NH2:8][C:6]1[CH:7]=[C:2]([C:29]2[C:28]([O:42][CH2:43][CH3:44])=[CH:27][C:26]([CH2:25][C:21]3[C:22]([NH2:24])=[N:23][C:18]([NH2:17])=[N:19][CH:20]=3)=[CH:31][C:30]=2[O:32][S:33]([CH2:36][C:37]([CH3:38])([CH3:40])[CH3:39])(=[O:34])=[O:35])[CH:3]=[CH:4][C:5]=1[O:15][CH3:16]. The reactants are BrC=1C=CC(=C(C1)NC(C(F)(F)F)=O)OC (N-(5-bromo-2-methoxy-phenyl)-2,2,2-trifluoro-acetamide), NC1=NC=C(C(=N1)N)CC=1C=C(C(=C(C1)OS(=O)(=O)CC(C)(C)C)I)OCC (2,2-dimethyl-propane-1-sulphonic acid 5-(2,4-diamino-pyrimidin-5-ylmethyl)-3-ethoxy-2-iodo-phenyl ester). Yield: 27.0%. Reactants: CO, [Na+], C1CCOC1, [OH-], COC(=O)C(=O)NCCCCCC1CCSS1. Product: O=C(O)C(=O)NCCCCCC1CCSS1. Reaction SMILES: [CH3:18][OH:19].[Na+:21].[O:22]1[CH2:23][CH2:24][CH2:25][CH2:26]1.[OH-:20].[S:1]1[S:2][CH:3]([CH2:6][CH2:7][CH2:8][CH2:9][CH2:10][NH:11][C:12]([C:13](=[O:14])[O:15][CH3:16])=[O:17])[CH2:4][CH2:5]1>>[S:1]1[S:2][CH:3]([CH2:6][CH2:7][CH2:8][CH2:9][CH2:10][NH:11][C:12]([C:13](=[O:14])[OH:15])=[O:17])[CH2:4][CH2:5]1. Run at temperature -20 celsius. Procedure details: To a stirred solution of 36a (340 mg, 1.1 mmol) in THF (10 mL) at -78° C. was added NaN(TMS)2 (1.0M in THF, 1.1 mL). After 15 minutes ethyl bromoacetate (250 uL, 2.2 mmol) was added and the reaction mixture to warm to -20° C. After 2 hours the reaction was quenched with HOAc (0.1 mL) and then concentrated. Flash chromatography (silica gel, 50% ethyl acetate/hexanes) gave 37a (380 mg, 90%) as an oil. TLC Rf=0.66 (10% methanol/ethyl acetate); 1H NMR (300 MHz, CDCl3) δ 4.22 (q, J=7 Hz, 2H), 4.10 (m... Solvent: C1CCOC1 (THF). The reactants are C(=O)(OC(C)(C)C)N1CCC(CC1)CCC1C(NCC1)=O (3-[2-(N-Boc-piperidin-4-yl)ethyl]-2-pyrrolidinone), C[Si](C)(C)[N-][Si](C)(C)C.[Na+] (NaN(TMS)2), BrCC(=O)OCC (ethyl bromoacetate). Reaction SMILES: [C:1]([N:8]1[CH2:13][CH2:12][CH:11]([CH2:14][CH2:15][CH:16]2[CH2:20][CH2:19][NH:18][C:17]2=[O:21])[CH2:10][CH2:9]1)([O:3][C:4]([CH3:7])([CH3:6])[CH3:5])=[O:2].C[Si]([N-][Si](C)(C)C)(C)C.[Na+].Br[CH2:33][C:34]([O:36][CH2:37]C)=[O:35]>C1COCC1>[C:34]([O:36][CH3:37])(=[O:35])[CH3:33].[C:1]([N:8]1[CH2:13][CH2:12][CH:11]([CH2:14][CH2:15][CH:16]2[CH2:20][CH2:19][NH:18][C:17]2=[O:21])[CH2:10][CH2:9]1)([O:3][C:4]([CH3:7])([CH3:6])[CH3:5])=[O:2] |f:1.2,5.6|. Product: ethyl acetate hexanes, C(C)(=O)OC.C(=O)(OC(C)(C)C)N1CCC(CC1)CCC1C(NCC1)=O (Methyl 1-acetate 3-[2-(N-Boc-piperidin-4-yl)ethyl]-2-pyrrolidinone). Isolated yield 93.2%.